From a dataset of the Open Reaction Database (ORD), a public repository of structured organic reaction records. describe an organic reaction: reactants, conditions, products, and yield Reaction SMILES: [CH3:1][O:2][C:3]1[CH:4]=[C:5]([CH:24]=[CH:25][C:26]=1[O:27][CH2:28][C:29]1[CH:34]=[CH:33][CH:32]=[C:31]([F:35])[CH:30]=1)[NH:6][C:7]1[C:16]2[C:11](=[CH:12][CH:13]=[C:14]([C:17]3[O:21][C:20]([CH:22]=O)=[CH:19][CH:18]=3)[CH:15]=2)[N:10]=[CH:9][N:8]=1.[CH3:36][S:37]([CH2:40][CH2:41][NH2:42])(=[O:39])=[O:38]>>[F:35][C:31]1[CH:30]=[C:29]([CH:34]=[CH:33][CH:32]=1)[CH2:28][O:27][C:26]1[CH:25]=[CH:24][C:5]([NH:6][C:7]2[C:16]3[C:11](=[CH:12][CH:13]=[C:14]([C:17]4[O:21][C:20]([CH2:22][NH:42][CH2:41][CH2:40][S:37]([CH3:36])(=[O:39])=[O:38])=[CH:19][CH:18]=4)[CH:15]=3)[N:10]=[CH:9][N:8]=2)=[CH:4][C:3]=1[O:2][CH3:1]. Yields the product FC=1C=C(COC2=C(C=C(C=C2)NC2=NC=NC3=CC=C(C=C23)C=2OC(=CC2)CNCCS(=O)(=O)C)OC)C=CC1 (N-{4-[(3-fluorobenzyl)oxy]-3-methoxyphenyl}-6-[5-({[2-(methanesulphonyl)ethyl]amino}methyl)-2-furyl]-4-quinazolinamine). Starting materials: COC=1C=C(NC2=NC=NC3=CC=C(C=C23)C2=CC=C(O2)C=O)C=CC1OCC1=CC(=CC=C1)F (5-(4-{3-methoxy-4-(3-fluorobenzyloxy)anilino}-6-quinazolinyl)-furan-2-carbaldehyde), CS(=O)(=O)CCN (2-methanesulphonyl-ethylamine). Procedure details: Prepared according to Procedure D from 5-(4-{3-methoxy-4-(3-fluorobenzyloxy)anilino}-6-quinazolinyl)-furan-2-carbaldehyde (0.6 equiv) and 2-methanesulphonyl-ethylamine (1 equiv). 1H NMR 400 MHz (DMSO-d6) 9.22 (s, 1H); 8.78 (s, 1H); 8.31 (d, 1H); 7.88 (d, 1H); 7.50-7.08 (m, 8H); 6.84 (d, 1H); 5.13 (s, 2H); 4.42 (s, 2H); 3.80 (s, 3H); 3.60 (m, 2H); 3.40 (m, 2H, obscured by water peak); 3.10 (s, 3H); MS m/z 577 (M+1). The reactants are B, O=C(O)C1CC(O)CN1C(=O)OCc1ccccc1, C1CCOC1, CSC, CO. Yields the product O=C(OCc1ccccc1)N1CC(O)CC1CO. Reaction SMILES: [BH3:23].[C:1](=[O:2])([O:3][CH2:4][c:5]1[cH:6][cH:7][cH:8][cH:9][cH:10]1)[N:11]1[CH:12]([C:13](=[O:14])[OH:15])[CH2:16][CH:17]([OH:19])[CH2:18]1.[CH2:26]1[O:27][CH2:28][CH2:29][CH2:30]1.[CH3:20][S:21][CH3:22].[CH3:24][OH:25]>>[C:1](=[O:2])([O:3][CH2:4][c:5]1[cH:6][cH:7][cH:8][cH:9][cH:10]1)[N:11]1[CH:12]([CH2:13][OH:14])[CH2:16][CH:17]([OH:19])[CH2:18]1. The reactants are [CH2-]C(=O)C.C(C1=CC=CC=C1)OC1=CC=C(OC[C@H](CO)O)C=C1 ((2S)-3-(4-benzyloxyphenoxy)-1,2-propanediol acetonide), 50W-8X, resin. The solvent is O (water). The product is C(C1=CC=CC=C1)OC1=CC=C(OC[C@@H](CO)O)C=C1 ((2R)-3-(4-benzyloxyphenoxy)-1,2-propanediol). RXN SMILES: [CH2-]C(C)=O.[CH2:5]([O:12][C:13]1[CH:24]=[CH:23][C:16]([O:17][CH2:18][C@@H:19]([OH:22])[CH2:20][OH:21])=[CH:15][CH:14]=1)[C:6]1[CH:11]=[CH:10][CH:9]=[CH:8][CH:7]=1>O>[CH2:5]([O:12][C:13]1[CH:14]=[CH:15][C:16]([O:17][CH2:18][C@H:19]([OH:22])[CH2:20][OH:21])=[CH:23][CH:24]=1)[C:6]1[CH:7]=[CH:8][CH:9]=[CH:10][CH:11]=1 |f:0.1|. Reported procedure: The methanolic solution of (2S)-3-(4-benzyloxyphenoxy)-1,2-propanediol acetonide (~2 L) from the previous example was diluted with 120 ml water and combined with Dowex 50W-8X ion exchange resin (50 ml) in a flask fitted for distillation. The stirred mixture was heated to boiling and 1.8 L of distillate was collected over 3 hours. The reaction was diluted with ethanol (500 ml) and benzene (500 ml) filtered free of the resin and concentrated to dryness in vacuo. The residue was crystallized from e... Reactants: COC=C(C=O)[C@@H]1CC[C@H](CC1)CCC (3-methoxy-2-(trans-4-propylcyclohexyl)acrolein), Cl.C(CCCC)[C@@H]1CC[C@H](CC1)C(=N)N (trans-4-pentylcyclohexanecarboxamidine hydrochloride), C[O-].[Na+] (sodium methylate), [Na] (sodium). Solvent: CO (methanol), CO (methanol). Yields the product C(CC)[C@@H]1CC[C@H](CC1)C=1C=NC(=NC1)[C@@H]1CC[C@H](CC1)CCCCC (5-(trans-4-propylcyclohexyl)-2-(trans-4-pentylcyclohexyl)pyrimidine). As a reaction SMILES: CO[CH:3]=[C:4]([C@H:7]1[CH2:12][CH2:11][C@H:10]([CH2:13][CH2:14][CH3:15])[CH2:9][CH2:8]1)[CH:5]=O.Cl.[CH2:17]([C@H:22]1[CH2:27][CH2:26][C@H:25]([C:28]([NH2:30])=[NH:29])[CH2:24][CH2:23]1)[CH2:18][CH2:19][CH2:20][CH3:21].C[O-].[Na+].[Na]>CO>[CH2:13]([C@H:10]1[CH2:11][CH2:12][C@H:7]([C:4]2[CH:5]=[N:29][C:28]([C@H:25]3[CH2:26][CH2:27][C@H:22]([CH2:17][CH2:18][CH2:19][CH2:20][CH3:21])[CH2:23][CH2:24]3)=[N:30][CH:3]=2)[CH2:8][CH2:9]1)[CH2:14][CH3:15] |f:1.2,3.4,^1:33|. Procedure details: In an analogous manner to that described in Example 3, a mixture of 3.2 g of 3-methoxy-2-(trans-4-propylcyclohexyl)acrolein, 4.1 g of trans-4-pentylcyclohexanecarboxamidine hydrochloride and 50 ml of absolute methanol is treated with a sodium methylate solution prepared from 0.53 g of sodium in 20 ml of absolute methanol. The reaction duration, working-up and chromatography are as described in Example 3. The pure fractions (in accordance with thin-layer chromatography) resulting in the chromatog...